Dataset: the Open Reaction Database (ORD), a public repository of structured organic reaction records. Task: describe an organic reaction: reactants, conditions, products, and yield Reactants: CC=1C(=NOC1C1=CC=CC=C1)C1=CC=C(OCC(=O)O)C=C1 (2-(4-(4-methyl-5-phenylisoxazol-3-yl)phenoxy)acetic acid), O1CCC(CC1)CN ((tetrahydro-2H-pyran-4-yl)methanamine), C=1C=CC2=C(C1)N=NN2O (HOBT), CCN=C=NCCCN(C)C.Cl (EDC.HCl), C(C)N1CCOCC1 (N-ethyl morpholine). The solvent is CN(C)C=O (DMF). Conditions: time 20 hour. Yields the product CC=1C(=NOC1C1=CC=CC=C1)C1=CC=C(OCC(=O)NCC2CCOCC2)C=C1 (2-(4-(4-methyl-5-phenylisoxazol-3-yl)phenoxy)-N-((tetrahydro-2H-pyran-4-yl)methyl)acetamide). The yield is 64.0%. Reaction SMILES: [CH3:1][C:2]1[C:3]([C:13]2[CH:23]=[CH:22][C:16]([O:17][CH2:18][C:19](O)=[O:20])=[CH:15][CH:14]=2)=[N:4][O:5][C:6]=1[C:7]1[CH:12]=[CH:11][CH:10]=[CH:9][CH:8]=1.[O:24]1[CH2:29][CH2:28][CH:27]([CH2:30][NH2:31])[CH2:26][CH2:25]1.C1C=CC2N(O)N=NC=2C=1.CCN=C=NCCCN(C)C.Cl.C(N1CCOCC1)C>CN(C=O)C>[CH3:1][C:2]1[C:3]([C:13]2[CH:14]=[CH:15][C:16]([O:17][CH2:18][C:19]([NH:31][CH2:30][CH:27]3[CH2:28][CH2:29][O:24][CH2:25][CH2:26]3)=[O:20])=[CH:22][CH:23]=2)=[N:4][O:5][C:6]=1[C:7]1[CH:8]=[CH:9][CH:10]=[CH:11][CH:12]=1 |f:3.4|. Procedure: To a solution of product of step 2 (309 mg, 1.00 mmoles) in DMF (3 mL), (tetrahydro-2H-pyran-4-yl)methanamine (126 mg, 1.10 mmoles), HOBT (202 mg, 1.50 mmoles), EDC.HCl (230 mg, 1.20 mmoles) and N-ethyl morpholine (345 mg, 3.00 mmoles) were added and reaction mixture was stirred at room temperature for 20 hours under nitrogen atmosphere. The reaction mixture was poured into ice cold water, solid separated was filtered, washed with water and dried over P2O5 under vacuum to yield 260 mg of title p...